The task is: describe an organic reaction: reactants, conditions, products, and yield. This data is from the Open Reaction Database (ORD), a public repository of structured organic reaction records. Reactants: C[C@@]1(OC1)C([C@H](CC1=CC=CC=C1)NC([C@H](CC1=NC=CC=C1)NC([C@H](C)NC(OC(C)(C)C)=O)=O)=O)=O (tert-butyl ((S)-1-(((S)-1-(((S)-1-((S)-2-methyloxiran-2-yl)-1-oxo-3-phenylpropan-2-yl)amino)-1-oxo-3-(pyridin-2-yl)propan-2-yl)amino)-1-oxopropan-2-yl)carbamate), C(=O)(C(F)(F)F)O (TFA). Solvent: C(Cl)Cl (DCM). Run at time 2 hour. The product is OC(=O)C(F)(F)F.N[C@H](C(=O)N[C@H](C(=O)N[C@H](C(=O)[C@]1(OC1)C)CC1=CC=CC=C1)CC1=NC=CC=C1)C ((S)-2-((S)-2-aminopropanamido)-N-((S)-1-((S)-2-methyloxiran-2-yl)-1-oxo-3-phenylpropan-2-yl)-3-(pyridin-2-yl)propanamide TFA salt). Reaction SMILES: [CH3:1][C@@:2]1([C:5](=[O:38])[C@@H:6]([NH:14][C:15](=[O:37])[C@@H:16]([NH:24][C:25](=[O:36])[C@@H:26]([NH:28]C(=O)OC(C)(C)C)[CH3:27])[CH2:17][C:18]2[CH:23]=[CH:22][CH:21]=[CH:20][N:19]=2)[CH2:7][C:8]2[CH:13]=[CH:12][CH:11]=[CH:10][CH:9]=2)[CH2:4][O:3]1.[C:39]([OH:45])([C:41]([F:44])([F:43])[F:42])=[O:40]>C(Cl)Cl>[OH:45][C:39]([C:41]([F:44])([F:43])[F:42])=[O:40].[NH2:28][C@@H:26]([CH3:27])[C:25]([NH:24][C@@H:16]([CH2:17][C:18]1[CH:23]=[CH:22][CH:21]=[CH:20][N:19]=1)[C:15]([NH:14][C@@H:6]([CH2:7][C:8]1[CH:13]=[CH:12][CH:11]=[CH:10][CH:9]=1)[C:5]([C@:2]1([CH3:1])[CH2:4][O:3]1)=[O:38])=[O:37])=[O:36] |f:3.4|. Procedure details: To tert-butyl ((S)-1-(((S)-1-(((S)-1-((S)-2-methyloxiran-2-yl)-1-oxo-3-phenylpropan-2-yl)amino)-1-oxo-3-(pyridin-2-yl)propan-2-yl)amino)-1-oxopropan-2-yl)carbamate (315 mg, 0.600 mmol) was added DCM (4 mL) followed by TFA (2 mL). The reaction mixture was allowed to stand for 2 h at which time it was concentrated to provide (S)-2-((S)-2-aminopropanamido)-N-((S)-1-((S)-2-methyloxiran-2-yl)-1-oxo-3-phenylpropan-2-yl)-3-(pyridin-2-yl)propanamide TFA salt as a yellow oil that was carried forward with...